This data is from the Open Reaction Database (ORD), a public repository of structured organic reaction records. The task is: describe an organic reaction: reactants, conditions, products, and yield Starting materials: C(C)(C)(C)OC(CCSCC(COC(NCCCCCCCCCCCCCCCCCC)=O)O)=O (6-hydroxy-7-octadecylcarbamoyloxy-4-thiaheptanoic acid t-butyl ester), C(CCCCCCCCCCCCCCC)(=O)Cl (palmitoyl chloride), Example 7, CN(C)C1=NC=CC=C1 (dimethylaminopyridine). Solvent: ClCCl (dichloromethane). Conditions: time 30 minute. The product is C(C)(C)(C)OC(CCSCC(COC(NCCCCCCCCCCCCCCCCCC)=O)OC(CCCCCCCCCCCCCCC)=O)=O (7-octadecylcarbamoyloxy-6-palmitoyloxy-4-thiaheptanoic acid t-butyl ester). The yield is 79.0%. RXN SMILES: [C:1]([O:5][C:6](=[O:36])[CH2:7][CH2:8][S:9][CH2:10][CH:11]([OH:35])[CH2:12][O:13][C:14](=[O:34])[NH:15][CH2:16][CH2:17][CH2:18][CH2:19][CH2:20][CH2:21][CH2:22][CH2:23][CH2:24][CH2:25][CH2:26][CH2:27][CH2:28][CH2:29][CH2:30][CH2:31][CH2:32][CH3:33])([CH3:4])([CH3:3])[CH3:2].CN(C1C=CC=CN=1)C.[C:46](Cl)(=[O:62])[CH2:47][CH2:48][CH2:49][CH2:50][CH2:51][CH2:52][CH2:53][CH2:54][CH2:55][CH2:56][CH2:57][CH2:58][CH2:59][CH2:60][CH3:61]>ClCCl>[C:1]([O:5][C:6](=[O:36])[CH2:7][CH2:8][S:9][CH2:10][CH:11]([O:35][C:46](=[O:62])[CH2:47][CH2:48][CH2:49][CH2:50][CH2:51][CH2:52][CH2:53][CH2:54][CH2:55][CH2:56][CH2:57][CH2:58][CH2:59][CH2:60][CH3:61])[CH2:12][O:13][C:14](=[O:34])[NH:15][CH2:16][CH2:17][CH2:18][CH2:19][CH2:20][CH2:21][CH2:22][CH2:23][CH2:24][CH2:25][CH2:26][CH2:27][CH2:28][CH2:29][CH2:30][CH2:31][CH2:32][CH3:33])([CH3:2])([CH3:3])[CH3:4]. Reported procedure: A solution of 6-hydroxy-7-octadecylcarbamoyloxy-4-thiaheptanoic acid t-butyl ester as obtained in Reference Example 7 (2.98 g), dimethylaminopyridine (820 mg) and palmitoyl chloride (1.54 g) in dichloromethane (10 ml) was stirred at room temperature for 30 minutes, followed by solvent concentration under reduced pressure. The residue was purified by silica gel column chromatography (n-hexane:ethyl acetate=10:1) to yield the title compound (3.425 g, yield 79%) as a colorless wax-like substance. Starting materials: C1(=CC=CC=C1)C(OC1CCN(CC1)CCCN)C1=CC=CC=C1 (4-(diphenylmethoxy)-1-piperidinepropanamine), ClC=1C=CC=2N(N1)C=C(N2)C(C(=O)N(C)C)(C)C (2-(6-chloroimidazo[1,2-b]pyridazin-2-yl)-N,N,2-trimethylpropionamide), C([O-])(O)=O.[Na+] (sodium bicarbonate). The product is Cl.Cl.C1(=CC=CC=C1)C(OC1CCN(CC1)CCCNC=1C=CC=2N(N1)C=C(N2)C(C(=O)N(C)C)(C)C)C2=CC=CC=C2 (2-[6-[3-[4-(Diphenylmethoxy)piperidino]propylamino]imidazo[1,2-b]pyridazin-2-yl]-N,N,2-trimethylpropionamide Dihydrochloride). Isolated yield 164.2%. Reaction SMILES: [C:1]1([CH:7]([C:19]2[CH:24]=[CH:23][CH:22]=[CH:21][CH:20]=2)[O:8][CH:9]2[CH2:14][CH2:13][N:12]([CH2:15][CH2:16][CH2:17][NH2:18])[CH2:11][CH2:10]2)[CH:6]=[CH:5][CH:4]=[CH:3][CH:2]=1.[Cl:25][C:26]1[CH:27]=[CH:28][C:29]2[N:30]([CH:32]=[C:33]([C:35]([CH3:42])([CH3:41])[C:36]([N:38]([CH3:40])[CH3:39])=[O:37])[N:34]=2)[N:31]=1.C(=O)(O)[O-].[Na+]>>[ClH:25].[ClH:25].[C:19]1([CH:7]([C:1]2[CH:2]=[CH:3][CH:4]=[CH:5][CH:6]=2)[O:8][CH:9]2[CH2:14][CH2:13][N:12]([CH2:15][CH2:16][CH2:17][NH:18][C:26]3[CH:27]=[CH:28][C:29]4[N:30]([CH:32]=[C:33]([C:35]([CH3:42])([CH3:41])[C:36]([N:38]([CH3:39])[CH3:40])=[O:37])[N:34]=4)[N:31]=3)[CH2:11][CH2:10]2)[CH:24]=[CH:23][CH:22]=[CH:21][CH:20]=1 |f:2.3,4.5.6|. Procedure details: 1.04 g of 4-(diphenylmethoxy)-1-piperidinepropanamine and 0.426 g of 2-(6-chloroimidazo[1,2-b]pyridazin-2-yl)-N,N,2-trimethylpropionamide were stirred at 190-200° C. for 60 minutes. After cooling, aqueous sodium bicarbonate was added, followed by extraction with ethyl acetate. The extract was washed with saline, dried over magnesium sulfate and concentrated under reduced pressure. The residue was subjected to silica gel column chromatography and eluted with ethyl acetate:methanol:triethylamine (... Reactants: [BH4-].[Li+] (lithium borohydride), C(C)OC(=O)C=1C=C2C(=C(C=NC2=CC1)C#N)CC(C)C (3-cyano-4-isobutyl-quinoline-6-carboxylic acid ethyl ester), Cl (HCl). Solvent: CO (methanol), O (water), CCOCC (ether), CO (methanol), CCOCC (ether). The product is OCC=1C=C2C(C(=CNC2=CC1)C#N)CC(C)C (6-hydroxymethyl-4-isobutyl-1,4-dihydro-quinoline-3-carbonitrile). Yield: 43.2%. RXN SMILES: [BH4-].[Li+].C([O:5][C:6]([C:8]1[CH:9]=[C:10]2[C:15](=[CH:16][CH:17]=1)[N:14]=[CH:13][C:12]([C:18]#[N:19])=[C:11]2[CH2:20][CH:21]([CH3:23])[CH3:22])=O)C.Cl>CCOCC.CO.O>[OH:5][CH2:6][C:8]1[CH:9]=[C:10]2[C:15](=[CH:16][CH:17]=1)[NH:14][CH:13]=[C:12]([C:18]#[N:19])[CH:11]2[CH2:20][CH:21]([CH3:23])[CH3:22] |f:0.1|. Procedure: To the suspension of lithium borohydride (93 mg, 4.3 mmol) and methanol (170 uL, 4.3 mmol) in ether (20 mL) was added the solution of 3-cyano-4-isobutyl-quinoline-6-carboxylic acid ethyl ester (example 46d, 600 mg, 2.1 mmol) in ether (5 mL). The mixture was stirred at reflux overnight. The mixture of water and methanol (v/v 1:1, 40 mL) was added to the above solution. Then 1 N HCl (3 mL) was added to quench the reaction. The product was extracted with ethylacetate. The combined organic layers we... Reactants: C1(=CC=CC=C1)C1(CCCC1)C(=O)O (1-phenylcyclopentanecarboxylic acid), FC(C=1C=C(CN2C[C@H]3[C@@H](C2)[C@H](CC3)N)C=CC1)(F)F ((3aS*,4S*,6aR*)-2-(3-(trifluoromethyl)benzyl)octahydrocyclopenta[c]pyrrol-4-amine), C(C1=CC=CC=C1)N1C[C@H]2[C@@H](C1)C(CC2)N ((3aS*,6aR*)-2-benzyloctahydrocyclopenta[c]pyrrol-4-amine). The product is FC(C=1C=C(CN2C[C@H]3[C@@H](C2)[C@H](CC3)NC(=O)C3CCCC3)C=CC1)(F)F (N-{(3aS*,4S*,6aR*)-2-[3-(trifluoromethyl)benzyl]octahydrocyclopenta[c]pyrrol-4-yl}cyclopentanecarboxamide). RXN SMILES: C1([C:7]2([C:12]([OH:14])=O)[CH2:11][CH2:10][CH2:9][CH2:8]2)C=CC=CC=1.[F:15][C:16]([F:34])([F:33])[C:17]1[CH:18]=[C:19]([CH:30]=[CH:31][CH:32]=1)[CH2:20][N:21]1[CH2:25][C@H:24]2[C@@H:26]([NH2:29])[CH2:27][CH2:28][C@H:23]2[CH2:22]1.C(N1C[C@H]2C(N)CC[C@H]2C1)C1C=CC=CC=1>>[F:33][C:16]([F:15])([F:34])[C:17]1[CH:18]=[C:19]([CH:30]=[CH:31][CH:32]=1)[CH2:20][N:21]1[CH2:25][C@H:24]2[C@@H:26]([NH:29][C:12]([CH:7]3[CH2:8][CH2:9][CH2:10][CH2:11]3)=[O:14])[CH2:27][CH2:28][C@H:23]2[CH2:22]1. Reported procedure: The title compound was prepared by substituting cyclopentanecarboxylic acid for 1-phenylcyclopentanecarboxylic acid and (3aS*,4S*,6aR*)-2-(3-(trifluoromethyl)benzyl)octahydrocyclopenta[c]pyrrol-4-amine from Example 122 Step E for (3aS*,6aR*)-2-benzyloctahydrocyclopenta[c]pyrrol-4-amine in the procedure described for Example 1: 1H NMR (500 MHz, pyridine-d5) δ ppm 7.82 (d, J=6.9, 1H), 7.71 (s, 1H), 7.61 (d, J=7.7, 1H), 7.55 (d, J=7.7, 1H), 7.46 (t, J=7.7, 1H), 4.48-4.41 (m, 1H), 4.07 (q, J=7.1, 1H... Product: O=C1CN(c2ccc(I)cc2OCc2ccccc2)S(=O)(=O)N1. Reaction SMILES: [CH2:19]([c:20]1[cH:21][cH:22][cH:23][cH:24][cH:25]1)[O:26][c:27]1[c:28]([N:34]2[CH2:35][C:36](=[O:47])[N:37]([CH2:41][CH2:42][Si:43]([CH3:44])([CH3:45])[CH3:46])[S:38]2(=[O:39])=[O:40])[cH:29][cH:30][c:31]([I:33])[cH:32]1.[CH2:48]1[O:49][CH2:50][CH2:51][CH2:52]1.[CH3:2][CH2:3][CH2:4][CH2:5][N+:6]([CH2:7][CH2:8][CH2:9][CH3:10])([CH2:11][CH2:12][CH2:13][CH3:14])[CH2:15][CH2:16][CH2:17][CH3:18].[F-:1]>>[CH2:19]([c:20]1[cH:21][cH:22][cH:23][cH:24][cH:25]1)[O:26][c:27]1[c:28]([N:34]2[CH2:35][C:36](=[O:47])[NH:37][S:38]2(=[O:39])=[O:40])[cH:29][cH:30][c:31]([I:33])[cH:32]1. Starting materials: C[Si](C)(C)CCN1C(=O)CN(c2ccc(I)cc2OCc2ccccc2)S1(=O)=O, C1CCOC1, CCCC[N+](CCCC)(CCCC)CCCC, [F-]. Starting materials: C1CCOC1, CC(C)C[AlH]CC(C)C, CC1(C)OC(=O)C(Oc2ccc(F)c(F)c2)=C1c1ccc(S(C)(=O)=O)cc1. Product: CC1(C)OC(O)C(Oc2ccc(F)c(F)c2)=C1c1ccc(S(C)(=O)=O)cc1. As a reaction SMILES: [CH2:37]1[O:38][CH2:39][CH2:40][CH2:41]1.[CH3:28][CH:29]([CH2:30][AlH:31][CH2:32][CH:33]([CH3:34])[CH3:35])[CH3:36].[F:1][c:2]1[cH:3][c:4]([O:5][C:6]2=[C:10]([c:11]3[cH:12][cH:13][c:14]([S:17](=[O:18])(=[O:19])[CH3:20])[cH:15][cH:16]3)[C:9]([CH3:21])([CH3:22])[O:8][C:7]2=[O:23])[cH:24][cH:25][c:26]1[F:27]>>[F:1][c:2]1[cH:3][c:4]([O:5][C:6]2=[C:10]([c:11]3[cH:12][cH:13][c:14]([S:17](=[O:18])(=[O:19])[CH3:20])[cH:15][cH:16]3)[C:9]([CH3:21])([CH3:22])[O:8][CH:7]2[OH:23])[cH:24][cH:25][c:26]1[F:27].